Task: describe an organic reaction: reactants, conditions, products, and yield. Dataset: the Open Reaction Database (ORD), a public repository of structured organic reaction records Starting materials: OCCCNC1CCN(CC1)CC1=CC=CC=C1 (4-(3-hydroxypropyl)amino-1-benzylpiperidine), C(N)(=N)C=1C=C(C=CC1)N(C(=O)NC1CCN(CC1)CC1=CC=CC=C1)C1CCCC1 (N-(3-amidinophenyl)-N'-(1-benzylpiperidin-4-yl)cyclopentylurea). Product: C(N)(=N)C=1C=C(C=CC1)N(C(=O)NC1CCN(CC1)CC1=CC=CC=C1)C1CCCCC1 (N-(3-Amidinophenyl)-N'-(1-benzylpiperidin-4-yl)cyclohexylurea). RXN SMILES: O[CH2:2]CCNC1CCN(CC2C=CC=CC=2)CC1.[C:19]([C:22]1[CH:23]=[C:24]([N:28]([CH:45]2[CH2:49][CH2:48][CH2:47][CH2:46]2)[C:29]([NH:31][CH:32]2[CH2:37][CH2:36][N:35]([CH2:38][C:39]3[CH:44]=[CH:43][CH:42]=[CH:41][CH:40]=3)[CH2:34][CH2:33]2)=[O:30])[CH:25]=[CH:26][CH:27]=1)(=[NH:21])[NH2:20]>>[C:19]([C:22]1[CH:23]=[C:24]([N:28]([CH:45]2[CH2:49][CH2:48][CH2:47][CH2:46][CH2:2]2)[C:29]([NH:31][CH:32]2[CH2:33][CH2:34][N:35]([CH2:38][C:39]3[CH:40]=[CH:41][CH:42]=[CH:43][CH:44]=3)[CH2:36][CH2:37]2)=[O:30])[CH:25]=[CH:26][CH:27]=1)(=[NH:21])[NH2:20]. Procedure: This material was prepared from 4-(3-hydroxypropyl)amino-1-benzylpiperidine by the same route employed in the synthesis of N-(3-amidinophenyl)-N'-(1-benzylpiperidin-4-yl)cyclopentylurea. There was obtained 26 mg of the desired product as the bis-tifluoroacetic acid salt after purification by reverse phase HPLC. LRMS (M+2H)2+ m/z 196.7, (M+H)+ m/z 392;1H NMR (CD3OD): d 2.23 (m, 6H), 3.21 (bt, 2H), 3.58 (t, 2H, J=5.12 Hz), 3.62 (m, 2H), 4.39 (m, 3H), 4.53 (t, 2H, J=5.12 Hz), 7.51 (m, 5H), 7.62-7.7... The reactants are BrC1=CN(C(C2=C1N=C(N=C2)C=2C=NN(C2)C)=O)C (8-bromo-6-methyl-2-(1-methylpyrazol-4-yl)pyrido[4,3-d]pyrimidin-5-one), C1(CC1)COC1=C(C=C(C=C1)S(=O)(=O)C)B1OC(C(O1)(C)C)(C)C (2-[2-(cyclopropylmethoxy)-5-methylsulfonylphenyl]-4,4,5,5-tetramethyl-1,3,2-dioxaborolane), [O-]P(=O)([O-])[O-].[K+].[K+].[K+] (K3PO4). The reagents and catalysts are C1=CC=C(C=C1)P([C-]2C=CC=C2)C3=CC=CC=C3.C1=CC=C(C=C1)P([C-]2C=CC=C2)C3=CC=CC=C3.Cl[Pd]Cl.[Fe+2] (Pd(dppf)Cl2). The solvent is O1CCOCC1 (dioxane), O (H2O). Product: C1(CC1)COC1=C(C=C(C=C1)S(=O)(=O)C)C1=CN(C(C2=C1N=C(N=C2)C=2C=NN(C2)C)=O)C (8-[2-(cyclopropylmethoxy)-5-methylsulfonylphenyl]-6-methyl-2-(1-methylpyrazol-4-yl)pyrido[4,3-d]pyrimidin-5-one). Isolated yield 35.8%. RXN SMILES: Br[C:2]1[C:7]2[N:8]=[C:9]([C:12]3[CH:13]=[N:14][N:15]([CH3:17])[CH:16]=3)[N:10]=[CH:11][C:6]=2[C:5](=[O:18])[N:4]([CH3:19])[CH:3]=1.[CH:20]1([CH2:23][O:24][C:25]2[CH:30]=[CH:29][C:28]([S:31]([CH3:34])(=[O:33])=[O:32])=[CH:27][C:26]=2B2OC(C)(C)C(C)(C)O2)[CH2:22][CH2:21]1.[O-]P([O-])([O-])=O.[K+].[K+].[K+]>O1CCOCC1.O.C1C=CC(P(C2C=CC=CC=2)[C-]2C=CC=C2)=CC=1.C1C=CC(P(C2C=CC=CC=2)[C-]2C=CC=C2)=CC=1.Cl[Pd]Cl.[Fe+2]>[CH:20]1([CH2:23][O:24][C:25]2[CH:30]=[CH:29][C:28]([S:31]([CH3:34])(=[O:33])=[O:32])=[CH:27][C:26]=2[C:2]2[C:7]3[N:8]=[C:9]([C:12]4[CH:13]=[N:14][N:15]([CH3:17])[CH:16]=4)[N:10]=[CH:11][C:6]=3[C:5](=[O:18])[N:4]([CH3:19])[CH:3]=2)[CH2:21][CH2:22]1 |f:2.3.4.5,8.9.10.11|. Reported procedure: The title compound of step 4 (200 mg, 0.627 mmol), the title compound of Example 90, step 1 (266 mg, 0.752 mmol), K3PO4 (400 mg, 1.881 mmol) and Pd(dppf)Cl2 (10 mg) in dioxane (4 mL) and H2O (1 mL) were heated at 70° C. for 18 h under N2. After preparative HPLC, the title compound (104.5 mg, 35.8%) was obtained as an off white solid. 1H NMR (CDCl3, 400 MHz) δ 9.64 (s, 1H), 8.24-8.18 (m, 2H), 8.07 (s, 1H), 7.96 (dd, J1=8.8 Hz, J2=2.4 Hz, 1H), 7.77 (s, 1H), 7.10 (d, J=8.8 Hz, 1H), 3.95 (s, 3H), 3....